From a dataset of the Open Reaction Database (ORD), a public repository of structured organic reaction records. describe an organic reaction: reactants, conditions, products, and yield The reactants are NC=1SC2=C(N1)C=CC(=C2)C=2C=C(C=C(C2OC)C(C)(C)C)N2C(NC(C=C2)=O)=O (1-(3-(2-aminobenzo[d]thiazol-6-yl)-5-tert-butyl-4-methoxy-phenyl)pyrimidine-2,4(1H,3H)-dione), N(=O)OC(C)(C)C (tert-butyl nitrite). The reagents and catalysts are [Cu](Cl)Cl (copper(II) chloride). The solvent is C(C)#N (acetonitrile). Run at temperature 0 celsius, time 1 hour. Product: C(C)(C)(C)C=1C=C(C=C(C1OC)C1=CC2=C(N=C(S2)NCCC)C=C1)N1C(NC(C=C1)=O)=O (1-(3-tert-butyl-4-methoxy-5-(2-(propylamino)benzo[d]thiazol-6-yl)phenyl)pyrimidine-2,4(1H,3H)-dione). Yield: 78.4%. Reaction SMILES: [NH2:1][C:2]1[S:3][C:4]2[CH:10]=[C:9]([C:11]3[CH:12]=[C:13]([N:23]4[CH:28]=[CH:27][C:26](=[O:29])[NH:25][C:24]4=[O:30])[CH:14]=[C:15]([C:19]([CH3:22])([CH3:21])[CH3:20])[C:16]=3[O:17][CH3:18])[CH:8]=[CH:7][C:5]=2[N:6]=1.N(O[C:34](C)([CH3:36])[CH3:35])=O>C(#N)C.[Cu](Cl)Cl>[C:19]([C:15]1[CH:14]=[C:13]([N:23]2[CH:28]=[CH:27][C:26](=[O:29])[NH:25][C:24]2=[O:30])[CH:12]=[C:11]([C:9]2[CH:8]=[CH:7][C:5]3[N:6]=[C:2]([NH:1][CH2:35][CH2:34][CH3:36])[S:3][C:4]=3[CH:10]=2)[C:16]=1[O:17][CH3:18])([CH3:22])([CH3:21])[CH3:20]. Procedure: To a mixture of the product from Example 53 (50 mg, 0.118 mmol) and copper(II) chloride (24 mg, 0.178 mmol) in acetonitrile (3 mL) at 0° C. was added tert-butyl nitrite (21 μL, 0.178 mmol). The mixture was stirred at 0° C. for 1 h, and then warmed to 65° C. and stirred for 2 h. The mixture was concentrated in vacuo and purified by column chromatography on silica gel using 5% MeOH in CH2Cl2 to give the title compound as an off-white solid (43 mg, 82%). Procedure: 2-Ethyl-6-methyl-4-[5-(5-propyl-thiophen-2-yl)-[1,2,4]oxadiazol-3-yl]-phenol is prepared in analogy to Example 1 starting from 5-propyl-thiophene-2-carboxylic acid and 3-ethyl-4,N-dihydroxy-5-methyl-benzamidine; LC-MS: tR=1.12 min, [M+1]+=329.14. Reaction SMILES: [CH2:1]([C:4]1[S:8][C:7]([C:9]([OH:11])=O)=[CH:6][CH:5]=1)[CH2:2][CH3:3].[CH2:12]([C:14]1[CH:15]=[C:16]([CH:21]=[C:22]([CH3:25])[C:23]=1[OH:24])[C:17]([NH:19]O)=[NH:18])[CH3:13]>>[CH2:12]([C:14]1[CH:15]=[C:16]([C:17]2[N:19]=[C:9]([C:7]3[S:8][C:4]([CH2:1][CH2:2][CH3:3])=[CH:5][CH:6]=3)[O:11][N:18]=2)[CH:21]=[C:22]([CH3:25])[C:23]=1[OH:24])[CH3:13]. Product: C(C)C1=C(C(=CC(=C1)C1=NOC(=N1)C=1SC(=CC1)CCC)C)O (2-Ethyl-6-methyl-4-[5-(5-propyl-thiophen-2-yl)-[1,2,4]oxadiazol-3-yl]-phenol). Starting materials: C(CC)C1=CC=C(S1)C(=O)O (5-propyl-thiophene-2-carboxylic acid), C(C)C=1C=C(C(=N)NO)C=C(C1O)C (3-ethyl-4,N-dihydroxy-5-methyl-benzamidine).